This data is from the Open Reaction Database (ORD), a public repository of structured organic reaction records. The task is: describe an organic reaction: reactants, conditions, products, and yield The reactants are CCCCCCCCCCCCCCCCCC(=O)Cl, [Na+], O=C([O-])O, CN(C)C=O, OCC(O)CO, c1ccncc1. The product is CCCCCCCCCCCCCCCCCC(=O)OCC(O)CO. Reaction SMILES: [C:13]([CH2:14][CH2:15][CH2:16][CH2:17][CH2:18][CH2:19][CH2:20][CH2:21][CH2:22][CH2:23][CH2:24][CH2:25][CH2:26][CH2:27][CH2:28][CH2:29][CH3:30])(=[O:31])[Cl:32].[Na+:37].[O-:33][C:34]([OH:35])=[O:36].[O:38]=[CH:39][N:40]([CH3:41])[CH3:42].[OH:1][CH2:2][CH:3]([OH:4])[CH2:5][OH:6].[cH:7]1[cH:8][cH:9][n:10][cH:11][cH:12]1>>[O:1]([CH2:2][CH:3]([OH:4])[CH2:5][OH:6])[C:13]([CH2:14][CH2:15][CH2:16][CH2:17][CH2:18][CH2:19][CH2:20][CH2:21][CH2:22][CH2:23][CH2:24][CH2:25][CH2:26][CH2:27][CH2:28][CH2:29][CH3:30])=[O:31]. Reactants: O=C(Nc1cccc(-c2ccc(S(=O)(=O)O)cc2)n1)C1(c2ccc3c(c2)OCO3)CC1, CN(C)C=O, O=P(Cl)(Cl)Cl, O=S(Cl)Cl. RXN SMILES: [O:1]1[CH2:2][O:3][c:4]2[c:5]1[cH:6][cH:7][c:8]([C:10]1([C:13](=[O:14])[NH:15][c:16]3[cH:17][cH:18][cH:19][c:20](-[c:22]4[cH:23][cH:24][c:25]([S:28](=[O:29])(=[O:30])[OH:31])[cH:26][cH:27]4)[n:21]3)[CH2:11][CH2:12]1)[cH:9]2.[O:36]=[CH:37][N:38]([CH3:39])[CH3:40].[P:41]([Cl:42])([Cl:43])([Cl:44])=[O:45].[S:32]([Cl:33])([Cl:34])=[O:35]>>[O:1]1[CH2:2][O:3][c:4]2[c:5]1[cH:6][cH:7][c:8]([C:10]1([C:13](=[O:14])[NH:15][c:16]3[cH:17][cH:18][cH:19][c:20](-[c:22]4[cH:23][cH:24][c:25]([S:28](=[O:29])(=[O:31])[Cl:34])[cH:26][cH:27]4)[n:21]3)[CH2:11][CH2:12]1)[cH:9]2. Product: O=C(Nc1cccc(-c2ccc(S(=O)(=O)Cl)cc2)n1)C1(c2ccc3c(c2)OCO3)CC1. Reactants: ClC1=CC=C(OC=2C=C(C=3N(N2)C(=CN3)C3=CC(=C(C(=O)NC2CC2)C=C3)C)NCCC(F)(F)F)C=C1 (4-{6-(4-chlorophenoxy)-8-[(3,3,3-trifluoropropyl)amino]imidazo[1,2-b]pyridazin-3-yl}-N-cyclopropyl-2-methylbenzamide), Br (hydrobromic acid), O (Water). Yields the product ClC1=CC=C(OC=2C=C(C=3N(N2)C(=CN3)C3=CC(=C(C(=O)O)C=C3)C)NCCC(F)(F)F)C=C1 (4-{6-(4-chlorophenoxy)-8-[(3,3,3-trifluoropropyl)amino]imidazo[1,2-b]pyridazin-3-yl}-2-methylbenzoic acid). RXN SMILES: [Cl:1][C:2]1[CH:37]=[CH:36][C:5]([O:6][C:7]2[CH:8]=[C:9]([NH:29][CH2:30][CH2:31][C:32]([F:35])([F:34])[F:33])[C:10]3[N:11]([C:13]([C:16]4[CH:27]=[CH:26][C:19]([C:20](NC5CC5)=[O:21])=[C:18]([CH3:28])[CH:17]=4)=[CH:14][N:15]=3)[N:12]=2)=[CH:4][CH:3]=1.Br.[OH2:39]>>[Cl:1][C:2]1[CH:37]=[CH:36][C:5]([O:6][C:7]2[CH:8]=[C:9]([NH:29][CH2:30][CH2:31][C:32]([F:33])([F:35])[F:34])[C:10]3[N:11]([C:13]([C:16]4[CH:27]=[CH:26][C:19]([C:20]([OH:21])=[O:39])=[C:18]([CH3:28])[CH:17]=4)=[CH:14][N:15]=3)[N:12]=2)=[CH:4][CH:3]=1. Procedure: A mixture comprising 300 mg (566 μmol) 4-{6-(4-chlorophenoxy)-8-[(3,3,3-trifluoropropyl)amino]imidazo[1,2-b]pyridazin-3-yl}-N-cyclopropyl-2-methylbenzamide and 13.4 mL hydrobromic acid was heated at 120° C. for 2.5 days. Water was added, the precipitate filtered off to give the crude title compound that was used without further purification. The reactants are ( 2b ), N(N)C1=C(C=C(C=C1)NC(C(CCCCCCCCC)OC1=CC=C(C=C1)S(=O)(=O)C1=CC=C(C=C1)O)=O)[N+](=O)[O-] (N-(4-hydrazino-3-nitrophenyl)- 2-[4-(4-hydroxyphenylsulphonyl)phenoxy]undecylamide), Cl.C(C)OC(=O)CC(OCC)=N (O-ethyl 2-ethoxycarbonylacetimidate hydrochloride). The product is [N+](=O)([O-])C=1C=C(C=CC1N1NC(=CC1=O)OCC)NC(C(CCCCCCCCC)OC1=CC=C(C=C1)S(=O)(=O)C1=CC=C(C=C1)O)=O (N-[3-nitro-4-(3-ethoxy-5-pyrazolon-1-yl)phenyl]2- [4-(4-hydroxyphenylsulphonyl)phenoxy]undecylamide). Isolated yield 29.0%. As a reaction SMILES: [NH:1]([C:3]1[CH:8]=[CH:7][C:6]([NH:9][C:10](=[O:38])[CH:11]([O:21][C:22]2[CH:27]=[CH:26][C:25]([S:28]([C:31]3[CH:36]=[CH:35][C:34]([OH:37])=[CH:33][CH:32]=3)(=[O:30])=[O:29])=[CH:24][CH:23]=2)[CH2:12][CH2:13][CH2:14][CH2:15][CH2:16][CH2:17][CH2:18][CH2:19][CH3:20])=[CH:5][C:4]=1[N+:39]([O-:41])=[O:40])[NH2:2].Cl.[CH2:43]([O:45][C:46]([CH2:48][C:49](=N)[O:50]CC)=O)[CH3:44]>>[N+:39]([C:4]1[CH:5]=[C:6]([NH:9][C:10](=[O:38])[CH:11]([O:21][C:22]2[CH:27]=[CH:26][C:25]([S:28]([C:31]3[CH:32]=[CH:33][C:34]([OH:37])=[CH:35][CH:36]=3)(=[O:29])=[O:30])=[CH:24][CH:23]=2)[CH2:12][CH2:13][CH2:14][CH2:15][CH2:16][CH2:17][CH2:18][CH2:19][CH3:20])[CH:7]=[CH:8][C:3]=1[N:1]1[C:49](=[O:50])[CH:48]=[C:46]([O:45][CH2:43][CH3:44])[NH:2]1)([O-:41])=[O:40] |f:1.2|. Procedure: N-[3-nitro-4-(3-ethoxy-5-pyrazolon-1-yl)phenyl]2- [4-(4-hydroxyphenylsulphonyl)phenoxy]undecylamide was prepared by the method in (2b) from N-(4-hydrazino-3-nitrophenyl)- 2-[4-(4-hydroxyphenylsulphonyl)phenoxy]undecylamide (3b) and O-ethyl 2-ethoxycarbonylacetimidate hydrochloride (prepared from ethyl cyanoacetate and ethanol as in method (2a)). The crude product was partially purified by column chromatography using 63-200 mesh silica gel and ethyl acetate/60°-80° C. petroleum ether (1:1) as the... The reactants are F[B-](F)(F)F, COC(=O)CC1CCC(OC)C1, CCN(C(C)C)C(C)C, ClCCl, Cl, Cl, Cl, [Na+], O=C([O-])O, CN(C)C(On1nnc2ccccc21)=[N+](C)C, NC1CCC(CCN2CCN(c3nccc4ccsc34)CC2)CC1. The product is COC1CCC(CC(=O)NC2CCC(CCN3CCN(c4nccc5ccsc45)CC3)CC2)C1. RXN SMILES: [B-:49]([F:50])([F:51])([F:52])[F:53].[CH3:1][O:2][C:3]([CH2:4][CH:5]1[CH2:6][CH:7]([O:10][CH3:11])[CH2:8][CH2:9]1)=[O:12].[CH:40]([N:41]([CH2:42][CH3:43])[CH:44]([CH3:45])[CH3:46])([CH3:47])[CH3:48].[Cl:76][CH2:77][Cl:78].[ClH:13].[ClH:14].[ClH:15].[Na+:75].[O-:71][C:72]([OH:73])=[O:74].[n:54]1([O:55][C:56]([N:57]([CH3:58])[CH3:59])=[N+:60]([CH3:61])[CH3:62])[c:63]2[cH:64][cH:65][cH:66][cH:67][c:68]2[n:69][n:70]1.[s:16]1[cH:17][cH:18][c:19]2[c:20]1[c:21]([N:25]1[CH2:26][CH2:27][N:28]([CH2:31][CH2:32][CH:33]3[CH2:34][CH2:35][CH:36]([NH2:39])[CH2:37][CH2:38]3)[CH2:29][CH2:30]1)[n:22][cH:23][cH:24]2>>[C:3]([CH2:4][CH:5]1[CH2:6][CH:7]([O:10][CH3:11])[CH2:8][CH2:9]1)(=[O:12])[NH:39][CH:36]1[CH2:35][CH2:34][CH:33]([CH2:32][CH2:31][N:28]2[CH2:27][CH2:26][N:25]([c:21]3[c:20]4[s:16][cH:17][cH:18][c:19]4[cH:24][cH:23][n:22]3)[CH2:30][CH2:29]2)[CH2:38][CH2:37]1. Starting materials: CN(C)c1ccncc1, ClCCl, Cl, CC1=CCCC(C)(C)C1C(=O)CC(C)O, Cc1ccc(S(=O)(=O)Cl)cc1. The product is CC1=CCCC(C)(C)C1C(=O)CC(C)OS(=O)(=O)c1ccc(C)cc1. Reaction SMILES: [CH3:28][N:29]([c:30]1[cH:31][cH:32][n:33][cH:34][cH:35]1)[CH3:36].[Cl:37][CH2:38][Cl:39].[ClH:27].[OH:1][CH:2]([CH2:3][C:4](=[O:5])[CH:6]1[C:7]([CH3:14])=[CH:8][CH2:9][CH2:10][C:11]1([CH3:12])[CH3:13])[CH3:15].[S:16](=[O:17])(=[O:18])([c:19]1[cH:20][cH:21][c:22]([CH3:23])[cH:24][cH:25]1)[Cl:26]>>[O:1]([CH:2]([CH2:3][C:4](=[O:5])[CH:6]1[C:7]([CH3:14])=[CH:8][CH2:9][CH2:10][C:11]1([CH3:12])[CH3:13])[CH3:15])[S:16](=[O:17])(=[O:18])[c:19]1[cH:20][cH:21][c:22]([CH3:23])[cH:24][cH:25]1. The reactants are ClC1=CC=C(O1)C=O (5-chloro-2-furaldehyde), N1CCCCC1 (piperidine), ClC1=CC=C2CC(NC2=C1)=O (6-chlorooxindole). Run in CO (methanol). Product: ClC1=CC=C2/C(/C(NC2=C1)=O)=C/C=1OC(=CC1)Cl (Z-6-chloro-3-(5-chloro-furan-2-ylmethylene)-1,3-dihydro-indol-2-one). Isolated yield 97.2%. RXN SMILES: [Cl:1][C:2]1[CH:10]=[C:9]2[C:5]([CH2:6][C:7](=[O:11])[NH:8]2)=[CH:4][CH:3]=1.[Cl:12][C:13]1[O:17][C:16]([CH:18]=O)=[CH:15][CH:14]=1.N1CCCCC1>CO>[Cl:1][C:2]1[CH:10]=[C:9]2[C:5](/[C:6](=[CH:18]/[C:16]3[O:17][C:13]([Cl:12])=[CH:14][CH:15]=3)/[C:7](=[O:11])[NH:8]2)=[CH:4][CH:3]=1. Procedure: In a manner similar to the method described in Example 1, 6-chlorooxindole (3.2 g, 19.1 mmol) (Alfa) was reacted with 5-chloro-2-furaldehyde (2.5 g, 19.1 mmol) (Aldrich) and piperidine (1.89 mL, 19.1 mmol) in methanol to give E/Z-6-chloro-3-(5-chloro-furan-2-ylmethylene)-1,3-dihydro-indol-2-one as a yellow solid (Yield 5.2 g, 97%) Starting materials: C(#N)[BH3-].[Na+] (sodium cyanoborohydride), NC1CCN(CC1)CCN1C(C=C(C2=CC=C(C=C12)OC)C(=O)NC)=O (1-(2-(4-aminopiperidin-1-yl)ethyl)-7-methoxy-N-methyl-2-oxo-1,2-dihydroquinolin-4-carboxamide), CC=1C=C(C=O)C=CC1 (3-methylbenzaldehyde). Run in CO (methanol), C(C)(=O)O (acetic acid), CO (methanol). Reaction conditions: time 1 minute. The product is CC=1C=C(CNC2CCN(CC2)CCN2C(C=C(C3=CC=C(C=C23)OC)C(=O)NC)=O)C=CC1 (1-(2-(4-(3-methylbenzylamino)piperidin-1-yl)ethyl)-7-methoxy-N-methyl-2-oxo-1,2-dihydroquinolin-4-carboxamide). RXN SMILES: [NH2:1][CH:2]1[CH2:7][CH2:6][N:5]([CH2:8][CH2:9][N:10]2[C:19]3[C:14](=[CH:15][CH:16]=[C:17]([O:20][CH3:21])[CH:18]=3)[C:13]([C:22]([NH:24][CH3:25])=[O:23])=[CH:12][C:11]2=[O:26])[CH2:4][CH2:3]1.[CH3:27][C:28]1[CH:29]=[C:30]([CH:33]=[CH:34][CH:35]=1)[CH:31]=O.C([BH3-])#N.[Na+]>CO.C(O)(=O)C>[CH3:27][C:28]1[CH:29]=[C:30]([CH:33]=[CH:34][CH:35]=1)[CH2:31][NH:1][CH:2]1[CH2:7][CH2:6][N:5]([CH2:8][CH2:9][N:10]2[C:19]3[C:14](=[CH:15][CH:16]=[C:17]([O:20][CH3:21])[CH:18]=3)[C:13]([C:22]([NH:24][CH3:25])=[O:23])=[CH:12][C:11]2=[O:26])[CH2:4][CH2:3]1 |f:2.3|. Procedure details: 370 μL of a methanol solution containing 14 mg of 1-(2-(4-aminopiperidin-1-yl)ethyl)-7-methoxy-N-methyl-2-oxo-1,2-dihydroquinolin-4-carboxamide and 10 μL of acetic acid were added to 3.6 mg of 3-methylbenzaldehyde, and stirred at room temperature for 1 min. To the reaction mixture, 120 μL, of a methanol solution containing 3.8 mg of sodium cyanoborohydride was added, and stirred at the same temperature overnight. After the solvent was removed under reduced pressure, ethyl acetate and aqueous sat...